From a dataset of the Open Reaction Database (ORD), a public repository of structured organic reaction records. describe an organic reaction: reactants, conditions, products, and yield Starting materials: CO, CS(=O)(=O)c1ccc(C(=CC2CCCC2)C(=O)Nc2nccs2)cn1, O=C[O-], [NH4+]. Product: CS(=O)(=O)c1ccc(C(CC2CCCC2)C(=O)Nc2nccs2)cn1. As a reaction SMILES: [CH3:30][OH:31].[CH:1]1([CH:6]=[C:7]([C:8](=[O:9])[NH:10][c:11]2[s:12][cH:13][cH:14][n:15]2)[c:16]2[cH:17][n:18][c:19]([S:22](=[O:23])(=[O:24])[CH3:25])[cH:20][cH:21]2)[CH2:2][CH2:3][CH2:4][CH2:5]1.[CH:26]([O-:27])=[O:28].[NH4+:29]>>[CH:1]1([CH2:6][CH:7]([C:8](=[O:9])[NH:10][c:11]2[s:12][cH:13][cH:14][n:15]2)[c:16]2[cH:17][n:18][c:19]([S:22](=[O:23])(=[O:24])[CH3:25])[cH:20][cH:21]2)[CH2:2][CH2:3][CH2:4][CH2:5]1. The reactants are C[O-].[Na+] (sodium methoxide), ClC1=NC=CC(=N1)C1=C(N=C2N1C=CC=C2)C=2C=C(C(=O)NC1=C(C=CC=C1F)F)C=CC2 (3-[3-(2-chloro-4-pyrimidinyl)imidazo[1,2-a]pyridin-2-yl]-N-(2,6-difluorophenyl)-benzamide), FCCN1[C@@H]2CN([C@H](C1)C2)C2CCN(CC2)C2=CC(=C(N)C=C2)OC (4-{4-[(1S,4S)-5-(2-fluoroethyl)-2,5-diazabicyclo[2.2.1]hept-2-yl]-1-piperidinyl}-2-(methyloxy)aniline), Cl (HCl). Solvent: CO (MeOH), C(C)OCC (diethyl ether), C(Cl)Cl (DCM), C(C(F)(F)F)O (trifluoroethanol). Conditions: temperature 85 celsius. Yields the product FC1=C(C(=CC=C1)F)NC(C1=CC(=CC=C1)C=1N=C2N(C=CC=C2)C1C1=NC(=NC=C1)NC1=C(C=C(C=C1)N1CCC(CC1)N1[C@@H]2CN([C@H](C1)C2)CCF)OC)=O (N-(2,6-difluorophenyl)-3-[3-(2-{[4-{4-[(1S,4S)-5-(2-fluoroethyl)-2,5-diazabicyclo-[2.2.1]hept-2-yl]-1-piperidinyl}-2-(methyloxy)phenyl]amino}-4-pyrimidinyl)imidazo[1,2-a]pyridin-2-yl]benzamide). Yield: 27.0%. Reaction SMILES: Cl[C:2]1[N:7]=[C:6]([C:8]2[N:12]3[CH:13]=[CH:14][CH:15]=[CH:16][C:11]3=[N:10][C:9]=2[C:17]2[CH:18]=[C:19]([CH:31]=[CH:32][CH:33]=2)[C:20]([NH:22][C:23]2[C:28]([F:29])=[CH:27][CH:26]=[CH:25][C:24]=2[F:30])=[O:21])[CH:5]=[CH:4][N:3]=1.[F:34][CH2:35][CH2:36][N:37]1[CH2:42][C@@H:41]2[CH2:43][C@H:38]1[CH2:39][N:40]2[CH:44]1[CH2:49][CH2:48][N:47]([C:50]2[CH:56]=[CH:55][C:53]([NH2:54])=[C:52]([O:57][CH3:58])[CH:51]=2)[CH2:46][CH2:45]1.Cl.C[O-].[Na+]>C(O)C(F)(F)F.CO.C(Cl)Cl.C(OCC)C>[F:30][C:24]1[CH:25]=[CH:26][CH:27]=[C:28]([F:29])[C:23]=1[NH:22][C:20](=[O:21])[C:19]1[CH:31]=[CH:32][CH:33]=[C:17]([C:9]2[N:10]=[C:11]3[CH:16]=[CH:15][CH:14]=[CH:13][N:12]3[C:8]=2[C:6]2[CH:5]=[CH:4][N:3]=[C:2]([NH:54][C:53]3[CH:55]=[CH:56][C:50]([N:47]4[CH2:48][CH2:49][CH:44]([N:40]5[CH2:39][C@@H:38]6[CH2:43][C@H:41]5[CH2:42][N:37]6[CH2:36][CH2:35][F:34])[CH2:45][CH2:46]4)=[CH:51][C:52]=3[O:57][CH3:58])[N:7]=2)[CH:18]=1 |f:3.4|. Procedure details: To 3-[3-(2-chloro-4-pyrimidinyl)imidazo[1,2-a]pyridin-2-yl]-N-(2,6-difluorophenyl)-benzamide (Intermediate Example 1) (260 mg, 0.57 mmol) and 4-{4-[(1S,4S)-5-(2-fluoroethyl)-2,5-diazabicyclo[2.2.1]hept-2-yl]-1-piperidinyl}-2-(methyloxy)aniline (200 mg, 0.57 mmol) in trifluoroethanol (2 mL) was added concentrated HCl (0.14 mL, 1.7 mmol). The reaction was heated in a sealed-tube at 85° C. for two days. After cooling to rt 0.5 N sodium methoxide in MeOH (4 mL) was added to the reaction. The solvent... The reactants are BrCc1ccccc1, CC#N, O=Cc1ccc(O)cc1O, [Na+], O=C([O-])O. The product is O=Cc1ccc(OCc2ccccc2)cc1O. Reaction SMILES: [CH2:11]([c:12]1[cH:13][cH:14][cH:15][cH:16][cH:17]1)[Br:18].[CH3:24][C:25]#[N:26].[CH:1](=[O:2])[c:3]1[cH:4][cH:5][c:6]([OH:7])[cH:8][c:9]1[OH:10].[Na+:23].[O-:19][C:20]([OH:21])=[O:22]>>[CH:1](=[O:2])[c:3]1[cH:4][cH:5][c:6]([O:7][CH2:11][c:12]2[cH:13][cH:14][cH:15][cH:16][cH:17]2)[cH:8][c:9]1[OH:10]. Starting materials: CC(C)(C1=CC=CC=C1)C=1N=COC1 (4-(1-Methyl-1-phenyl-ethyl)-oxazole), ClS(=O)(=O)O (chlorosulfonic acid), ClS(=O)(=O)O (chlorosulfonic acid). The solvent is C(Cl)(Cl)Cl (chloroform). Run at time 30 minute. Yields the product CC(C)(C=1N=COC1)C1=CC=C(C=C1)S(=O)(=O)Cl (4-(1-Methyl-1-oxazol-4-yl-ethyl)-benzenesulfonyl Chloride). As a reaction SMILES: [CH3:1][C:2]([C:10]1[N:11]=[CH:12][O:13][CH:14]=1)([C:4]1[CH:9]=[CH:8][CH:7]=[CH:6][CH:5]=1)[CH3:3].[Cl:15][S:16](O)(=[O:18])=[O:17]>C(Cl)(Cl)Cl>[CH3:3][C:2]([C:4]1[CH:9]=[CH:8][C:7]([S:16]([Cl:15])(=[O:18])=[O:17])=[CH:6][CH:5]=1)([C:10]1[N:11]=[CH:12][O:13][CH:14]=1)[CH3:1]. Procedure details: To 261 mg (1.4 mmol) of 4-(1-Methyl-1-phenyl-ethyl)-oxazole in 15 ml of chloroform at 0° C. was added 0.49 gm (4.2 mmol) of chlorosulfonic acid. After 30 minutes, the solution was allowed to warm to ambient temperature and an additional 0.49 gm (4.2 mmol) of chlorosulfonic acid was added. After one hour, the mixture was cooled in an ice/water bath, and crushed ice was added to the reaction. The mixture was partitioned between 1M pH=7 phosphate buffer and ether, and the phases were separated. The...